Dataset: the Open Reaction Database (ORD), a public repository of structured organic reaction records. Task: describe an organic reaction: reactants, conditions, products, and yield Reactants: Cl.Cl.COC1=CC=C(C=C1)N1CCNCC1 (1-(4-methoxyphenyl)piperazine dihydrochloride), CS(=O)(=O)OCCCC1CCCCC1 (3-cyclohexylpropyl methanesulfonate), BrCCC1=CC=CC=C1 ((2-bromoethyl)-benzene), C(C1=CC=CC=C1)OC1=C(C=C(C=C1)N1CCNCC1)F (1-(4-benzyloxy-3-fluorophenyl)piperazine). Product: C(C1=CC=CC=C1)OC1=C(C=C(C=C1)N1CCN(CC1)CCCC1CCCCC1)F (1-(4-benzyloxy-3-fluorophenyl)-4-(3-cyclohexylpropyl)piperazine). The yield is 99.4%. RXN SMILES: Cl.Cl.COC1C=CC(N2CCNCC2)=CC=1.BrCCC1C=CC=CC=1.[CH2:26]([O:33][C:34]1[CH:39]=[CH:38][C:37]([N:40]2[CH2:45][CH2:44][NH:43][CH2:42][CH2:41]2)=[CH:36][C:35]=1[F:46])[C:27]1[CH:32]=[CH:31][CH:30]=[CH:29][CH:28]=1.CS(O[CH2:52][CH2:53][CH2:54][CH:55]1[CH2:60][CH2:59][CH2:58][CH2:57][CH2:56]1)(=O)=O>>[CH2:26]([O:33][C:34]1[CH:39]=[CH:38][C:37]([N:40]2[CH2:45][CH2:44][N:43]([CH2:52][CH2:53][CH2:54][CH:55]3[CH2:60][CH2:59][CH2:58][CH2:57][CH2:56]3)[CH2:42][CH2:41]2)=[CH:36][C:35]=1[F:46])[C:27]1[CH:28]=[CH:29][CH:30]=[CH:31][CH:32]=1 |f:0.1.2|. Procedure details: Production Example 1 was repeated except that 1-(4-methoxyphenyl)piperazine dihydrochloride and (2-bromoethyl)-benzene were replaced with 1-(4-benzyloxy-3-fluorophenyl)piperazine (1.33 g) and 3-cyclohexylpropyl methanesulfonate (1.02 g), respectively, to provide crude 1-(4-benzyloxy-3-fluorophenyl)-4-(3-cyclohexylpropyl)piperazine (1.89 g). Reactants: CCOC(=O)c1c(C)nc2c(NCc3c(C)cc(F)cc3C)cc(C)cn12, Cc1ccccc1, O. RXN SMILES: [C:1](=[O:2])([O:3][CH2:4][CH3:5])[c:6]1[c:7]([CH3:27])[n:8][c:9]2[n:10]1[cH:11][c:12]([CH3:26])[cH:13][c:14]2[NH:15][CH2:16][c:17]1[c:18]([CH3:25])[cH:19][c:20]([F:24])[cH:21][c:22]1[CH3:23].[CH3:29][c:30]1[cH:31][cH:32][cH:33][cH:34][cH:35]1.[OH2:28]>>[CH2:1]([OH:2])[c:6]1[c:7]([CH3:27])[n:8][c:9]2[n:10]1[cH:11][c:12]([CH3:26])[cH:13][c:14]2[NH:15][CH2:16][c:17]1[c:18]([CH3:25])[cH:19][c:20]([F:24])[cH:21][c:22]1[CH3:23]. The product is Cc1cc(NCc2c(C)cc(F)cc2C)c2nc(C)c(CO)n2c1. Starting materials: N=1C(=CN2C1C=CC=C2)C(=O)OCC (ethyl imidazo[1,2-a]pyridine-2-carboxylate), [OH-].[Li+] (lithium hydroxide), Cl (HCl). The solvent is C1CCOC1 (THF), O (water), C1CCOC1 (THF). Conditions: time 8 hour. The product is N=1C(=CN2C1C=CC=C2)C(=O)O (Imidazo[1,2-a]pyridine-2-carboxylic acid). RXN SMILES: [N:1]1[C:2]([C:10]([O:12]CC)=[O:11])=[CH:3][N:4]2[CH:9]=[CH:8][CH:7]=[CH:6][C:5]=12.[OH-].[Li+].Cl>C1COCC1.O>[N:1]1[C:2]([C:10]([OH:12])=[O:11])=[CH:3][N:4]2[CH:9]=[CH:8][CH:7]=[CH:6][C:5]=12 |f:1.2|. Reported procedure: Into a flask containing a mixture of ethyl imidazo[1,2-a]pyridine-2-carboxylate (1 g, 5.26 mmol), THF (5 ml) and water (5 ml), lithium hydroxide (0.378 g, 15.77 mmol) was added and stirred overnight at RT. The pH of the reaction mixture was adjusted to 2 with 2 M HCl and THF was evaporated. The remaining water phase was extracted with ethyl acetate and the combined ethyl acetate phases were dried. The product had precipitated into the water phase. Water was evaporated, and the remaining solid re... The reactants are C1CCOC1, [Li]CCCC, COC(C)=O, [Cl-], [NH4+], O, CC(C)(C)S(=O)N=Cc1ccccc1. Yields the product COC(=O)CC(NS(=O)C(C)(C)C)c1ccccc1. Reaction SMILES: [CH2:27]1[O:28][CH2:29][CH2:30][CH2:31]1.[CH3:1][CH2:2][CH2:3][CH2:4][Li:5].[CH3:6][O:7][C:8]([CH3:9])=[O:10].[Cl-:25].[NH4+:26].[OH2:32].[c:11]1([CH:17]=[N:18][S:19](=[O:20])[C:21]([CH3:22])([CH3:23])[CH3:24])[cH:12][cH:13][cH:14][cH:15][cH:16]1>>[CH3:6][O:7][C:8]([CH2:9][CH:17]([c:11]1[cH:12][cH:13][cH:14][cH:15][cH:16]1)[NH:18][S:19](=[O:20])[C:21]([CH3:22])([CH3:23])[CH3:24])=[O:10]. Reactants: C(C)OC(C=C)=O (ethylacrylate), S1C(=CC=C1)CC(=O)O (thiolacetic acid), C(C=C)(=O)OCCCC (butyl acrylate), COC(C(=C)C)=O (methylmethacrylate), C(CCC)SC(C)O (butylthioethanol), thiolacetic ester. Run in C(C)(=O)O (acetic acid), 2-butoxy-ethanol-1. Yields the product C(CCC)SCCOC(C=C)=O (butylthioethylacrylate). As a reaction SMILES: [C:1]([O:5][CH2:6][CH2:7]CC)(=[O:4])[CH:2]=[CH2:3].COC(=O)C(C)=C.[CH2:17]([S:21]C(O)C)[CH2:18][CH2:19][CH3:20].C(OC(=O)C=C)C.S1C=CC=C1CC(O)=O>C(O)(=O)C>[CH2:17]([S:21][CH2:7][CH2:6][O:5][C:1](=[O:4])[CH:2]=[CH2:3])[CH2:18][CH2:19][CH3:20]. Procedure details: A butylthioethylacrylate copolymer was synthesized by the solution polymerization of one mole of butyl acrylate, one mole of methylmethacrylate and one-half mole of the reaction products of butylthioethanol esterified with ethylacrylate, under standard solution polymerization conditions in 2-butoxy-ethanol-1 solvent and using one mole of thiolacetic acid as a chain transfer agent. The copolymer was hydrolyzed with acetic acid to convert the thiolacetic ester linkages into mercaptan groups. The c... The reactants are O=Cc1ccc(Br)s1, O=C([O-])[O-], CC(C)=O, [K+], O=[Mn](=O)(=O)[O-], [Na+], [Na+]. Product: O=C(O)c1ccc(Br)s1. Reaction SMILES: [Br:1][c:2]1[cH:3][cH:4][c:5]([CH:7]=[O:8])[s:6]1.[C:9]([O-:10])(=[O:11])[O-:12].[CH3:21][C:22](=[O:23])[CH3:24].[K+:20].[Mn:15]([O-:16])(=[O:17])(=[O:18])=[O:19].[Na+:13].[Na+:14]>>[Br:1][c:2]1[cH:3][cH:4][c:5]([C:7](=[O:8])[OH:10])[s:6]1. Reactants: CO, COc1ccc(F)cc1[N+](=O)[O-], [H][H]. Yields the product COc1ccc(F)cc1N. Reaction SMILES: [CH3:15][OH:16].[F:1][c:2]1[cH:3][c:4]([N+:10]([O-:11])=[O:12])[c:5]([O:8][CH3:9])[cH:6][cH:7]1.[H:13][H:14]>>[F:1][c:2]1[cH:3][c:4]([NH2:10])[c:5]([O:8][CH3:9])[cH:6][cH:7]1.